From a dataset of the Open Reaction Database (ORD), a public repository of structured organic reaction records. describe an organic reaction: reactants, conditions, products, and yield The reactants are O (water), O1C=NC=C1C1=CC=C(C=C1)NC(=N)N (1-(4-(Oxazol-5-yl)phenyl)guanidine), C(C)(=O)N1CC(C(CC1)=O)C(=O)OC (methyl 1-acetyl-4-oxopiperidin-3-carboxylate), [O-]CC.[Na+] (sodium ethoxide). Run in C(C)O (ethanol). Yields the product OC=1C2=C(N=C(N1)NC1=CC=C(C=C1)C1=CN=CO1)CCN(C2)C(C)=O (1-(4-hydroxy-2-(4-(oxazol-5-yl)phenylamino)-7,8-dihydropyrido[4,3-d]pyrimidin-6(5H)-yl)ethanone). Isolated yield 61.8%. RXN SMILES: [O:1]1[C:5]([C:6]2[CH:11]=[CH:10][C:9]([NH:12][C:13]([NH2:15])=[NH:14])=[CH:8][CH:7]=2)=[CH:4][N:3]=[CH:2]1.[C:16]([N:19]1[CH2:24][CH2:23][C:22](=O)[CH:21]([C:26](OC)=[O:27])[CH2:20]1)(=[O:18])[CH3:17].[O-]CC.[Na+].O>C(O)C>[OH:27][C:26]1[C:21]2[CH2:20][N:19]([C:16](=[O:18])[CH3:17])[CH2:24][CH2:23][C:22]=2[N:14]=[C:13]([NH:12][C:9]2[CH:8]=[CH:7][C:6]([C:5]3[O:1][CH:2]=[N:3][CH:4]=3)=[CH:11][CH:10]=2)[N:15]=1 |f:2.3|. Reported procedure: 1-(4-(Oxazol-5-yl)phenyl)guanidine (2.7 g, 13.35 mmol), methyl 1-acetyl-4-oxopiperidin-3-carboxylate (2.66 g, 13.35 mmol) and sodium ethoxide (0.946 g, 13.35 mmol) in ethanol (15 mL) were heated in a microwave reactor at 100° C. for 15 minutes. The reaction mixture was allowed to reach room temperature and water was added. The solid obtained was filtered, washed with water and dried in a vaccum oven yielding 1-(4-hydroxy-2-(4-(oxazol-5-yl)phenylamino)-7,8-dihydropyrido[4,3-d]pyrimidin-6(5H)-yl)e... Product: CC(C)(C)CCC(C(=O)O)N1CC(Oc2ccccc2Cl)=CC1=O. RXN SMILES: [CH3:1][O:2][C:3]([CH:4]([CH2:5][CH2:6][C:7]([CH3:8])([CH3:9])[CH3:10])[N:11]1[C:12](=[O:24])[CH:13]=[C:14]([O:16][c:17]2[c:18]([Cl:23])[cH:19][cH:20][cH:21][cH:22]2)[CH2:15]1)=[O:25].[ClH:29].[Li+:28].[O:30]1[CH2:31][CH2:32][CH2:33][CH2:34]1.[OH-:27].[OH2:26].[OH2:35]>>[O:2]=[C:3]([CH:4]([CH2:5][CH2:6][C:7]([CH3:8])([CH3:9])[CH3:10])[N:11]1[C:12](=[O:24])[CH:13]=[C:14]([O:16][c:17]2[c:18]([Cl:23])[cH:19][cH:20][cH:21][cH:22]2)[CH2:15]1)[OH:25]. The reactants are COC(=O)C(CCC(C)(C)C)N1CC(Oc2ccccc2Cl)=CC1=O, Cl, [Li+], C1CCOC1, [OH-], O, O. Starting materials: ClC=1C=2C3=C(C(=NC3=C(C1)Cl)S)C=CC2 (6,8-dichloro-benz[cd]indole-2-thiol), mercuric acetate, N1(C=NC=C1)CCC(C)N (4-(1H-imidazol-1-yl)-2-butanamine), C(C)O (ethanol). Product: ClC=1C=2C3=C(C(=NC3=C(C1)Cl)NCCC(C)N1C=NC=C1)C=CC2 (6,8-Dichloro-N-[3-(1H-imidazol-1-yl)butyl]benz[cd]indol-2-amine). Reaction SMILES: [Cl:1][C:2]1[C:3]2[C:4]3[C:8](=[C:9]([Cl:11])[CH:10]=1)[N:7]=[C:6](S)[C:5]=3[CH:13]=[CH:14][CH:15]=2.[N:16]1([CH2:21][CH2:22][CH:23]([NH2:25])C)[CH:20]=[CH:19][N:18]=[CH:17]1.[CH2:26](O)C>>[Cl:1][C:2]1[C:3]2[C:4]3[C:8](=[C:9]([Cl:11])[CH:10]=1)[N:7]=[C:6]([NH:25][CH2:23][CH2:22][CH:21]([N:16]1[CH:20]=[CH:19][N:18]=[CH:17]1)[CH3:26])[C:5]=3[CH:13]=[CH:14][CH:15]=2. Procedure: A mixture of 7.0 g of 6,8-dichloro-benz[cd]indole-2-thiol, 100 ml of ethanol, 9.5 g of mercuric acetate and 4.2 g of 4-(1H-imidazol-1-yl)-2-butanamine was reacted as described in Example 1, giving 1.7 g of the desired product, mp 244°-246° C. (dec.). Reactants: ClC1=C(C(=C2N1CCN(C2)C(=O)OC(C)(C)C)C(=O)N2C=NC=C2)C2=CC(=CC=C2)C#N (tert-butyl 6-chloro-7-(3-cyanophenyl)-8-(1H-imidazol-1-ylcarbonyl)-3,4-dihydropyrrolo[1,2-a]pyrazine-2(1H)-carboxylate), N (ammonia), O (water). The solvent is CN(C=O)C (dimethylformamide). Conditions: temperature 110 celsius, time 3 hour. Product: C(N)(=O)C=1C(=C(N2C1CN(CC2)C(=O)OC(C)(C)C)Cl)C2=CC(=CC=C2)C#N (tert-butyl 8-carbamoyl-6-chloro-7-(3-cyanophenyl)-3,4-dihydropyrrolo[1,2-a]pyrazine-2(1H)-carboxylate). Yield: 99.6%. RXN SMILES: [Cl:1][C:2]1[N:6]2[CH2:7][CH2:8][N:9]([C:11]([O:13][C:14]([CH3:17])([CH3:16])[CH3:15])=[O:12])[CH2:10][C:5]2=[C:4]([C:18]([N:20]2C=CN=C2)=[O:19])[C:3]=1[C:25]1[CH:30]=[CH:29][CH:28]=[C:27]([C:31]#[N:32])[CH:26]=1.N.O>CN(C)C=O>[C:18]([C:4]1[C:3]([C:25]2[CH:30]=[CH:29][CH:28]=[C:27]([C:31]#[N:32])[CH:26]=2)=[C:2]([Cl:1])[N:6]2[CH2:7][CH2:8][N:9]([C:11]([O:13][C:14]([CH3:17])([CH3:16])[CH3:15])=[O:12])[CH2:10][C:5]=12)(=[O:19])[NH2:20]. Procedure: To a solution of 3.28 g (7.26 mmol) of tert-butyl 6-chloro-7-(3-cyanophenyl)-8-(1H-imidazol-1-ylcarbonyl)-3,4-dihydropyrrolo[1,2-a]pyrazine-2(1H)-carboxylate in 4 ml of dimethylformamide in an autoclave are added 6 ml of 33% aqueous ammonia. The mixture is stirred for 3 hours at 110° C. and, after cooling, is then poured into 80 ml of water and the solid is separated out by filtration. The solid is taken up in dichloromethane, the solution is then dried over sodium sulfate and the solvent is eva... Reactants: CC(=O)OC(C)=O, O=C(O)Cc1cccc(Oc2cccc(Cl)c2)c1O. Product: O=C1Cc2cccc(Oc3cccc(Cl)c3)c2O1. RXN SMILES: [CH3:20][C:21]([O:22][C:23](=[O:24])[CH3:25])=[O:26].[OH:1][c:2]1[c:3]([CH2:16][C:17](=[O:18])[OH:19])[cH:4][cH:5][cH:6][c:7]1[O:8][c:9]1[cH:10][c:11]([Cl:15])[cH:12][cH:13][cH:14]1>>[c:2]12[c:3]([cH:4][cH:5][cH:6][c:7]1[O:8][c:9]1[cH:10][c:11]([Cl:15])[cH:12][cH:13][cH:14]1)[CH2:16][C:17](=[O:18])[O:19]2. The reactants are BrC1=CC(=C(C=2CCN(CC12)CCC)N)[N+](=O)[O-] (8-Bromo-1,2,3,4-tetrahydro-6-nitro-2-propyl-5-isoquinolinamine). Reagents/catalysts: [Pd] (Pd on carbon). The solvent is CO (MeOH). Run at time 24 hour. Product: C(CC)N1CC2=CC=C(C(=C2CC1)N)N (1,2,3,4-Tetrahydro-2-propyl-5,6-isoquinolinediamine). The yield is 129.7%. As a reaction SMILES: Br[C:2]1[C:11]2[CH2:10][N:9]([CH2:12][CH2:13][CH3:14])[CH2:8][CH2:7][C:6]=2[C:5]([NH2:15])=[C:4]([N+:16]([O-])=O)[CH:3]=1>CO.[Pd]>[CH2:12]([N:9]1[CH2:8][CH2:7][C:6]2[C:11](=[CH:2][CH:3]=[C:4]([NH2:16])[C:5]=2[NH2:15])[CH2:10]1)[CH2:13][CH3:14]. Procedure details: A solution of the product from Example 12 (1.50 g, 4.77 mmol) and 20% Pd on carbon (0.30 g) in 75 mL of MeOH was hydrogenated at room temperature and pressure for 24 hours. The reaction mixture was concentrated and the residue was suspended in iPr2O and collected by filtration to give the title compound as a yellow solid (1.27 g, 93%). Starting materials: CN(C)C=O, O=Cc1cccn1-c1ccc(F)cc1, [K+], O=[Mn](=O)(=O)[O-], [Na+], [OH-], c1ccncc1. Yields the product O=C(O)c1cccn1-c1ccc(F)cc1. Reaction SMILES: [CH3:9][N:10]([CH3:11])[CH:13]=[O:12].[F:14][c:15]1[cH:16][cH:17][c:18](-[n:21]2[c:22]([CH:26]=[O:27])[cH:23][cH:24][cH:25]2)[cH:19][cH:20]1.[K+:6].[Mn:1]([O-:2])(=[O:3])(=[O:4])=[O:5].[Na+:8].[OH-:7].[cH:28]1[cH:29][cH:30][n:31][cH:32][cH:33]1>>[OH:12][C:26]([c:22]1[n:21](-[c:18]2[cH:17][cH:16][c:15]([F:14])[cH:20][cH:19]2)[cH:25][cH:24][cH:23]1)=[O:27].